This data is from the Open Reaction Database (ORD), a public repository of structured organic reaction records. The task is: describe an organic reaction: reactants, conditions, products, and yield Reactants: S1C=C(C=C1)C=O (thiophene-3-carbaldehyde), [N+](#[C-])CC(=O)N1CCOCC1 (2-Isocyano-1-morpholinoethanone), [OH-].[K+] (KOH), [N+](#[C-])CC(=O)N1CCOCC1 (2-isocyano-1-morpholinoethanone). Solvent: CO (methanol). Run at temperature 0 celsius, time 2 hour. The product is S1C=C(C=C1)[C@H]1[C@@H](N=CO1)C(=O)N1CCOCC1 (trans-(4,5-Dihydro-5-(thiophen-3-yl)oxazol-4-yl)(morpholino)methanone). The yield is 25.0%. As a reaction SMILES: [S:1]1[CH:5]=[CH:4][C:3]([CH:6]=[O:7])=[CH:2]1.[OH-].[K+].[N+:10]([CH2:12][C:13]([N:15]1[CH2:20][CH2:19][O:18][CH2:17][CH2:16]1)=[O:14])#[C-:11]>CO>[S:1]1[CH:5]=[CH:4][C:3]([C@@H:6]2[O:7][CH:11]=[N:10][C@H:12]2[C:13]([N:15]2[CH2:16][CH2:17][O:18][CH2:19][CH2:20]2)=[O:14])=[CH:2]1 |f:1.2|. Procedure details: SLA 09052A was prepared in accordance with method D using thiophene-3-carbaldehyde (0.768 mL, 5.35 mmol), KOH (0.273 mg, 4.86 mmol) in methanol (5 mL) and 2-isocyano-1-morpholinoethanone SLA 07118 (0.75 g, 4.86 mmol). The solution was stirred for 2 h at 0° C. After work-up the residue was purified by column chromatography (florisil, EtOAc). After evaporation and drying, trans-(4,5-dihydro-5-(thiophen-3-yl)oxazol-4-yl)(morpholino)methanone SLA 09052A (0.327 g, 25% yield) was obtained as a yellow ...